Dataset: the Open Reaction Database (ORD), a public repository of structured organic reaction records. Task: describe an organic reaction: reactants, conditions, products, and yield The reactants are FC(F)(F)c1ccc(-c2cc(C(F)(F)F)nc(-c3ccnc(Cl)c3)n2)cc1, CC1(C)OB(c2ccc(N)nc2)OC1(C)C. The product is Nc1ccc(-c2cc(-c3nc(-c4ccc(C(F)(F)F)cc4)cc(C(F)(F)F)n3)ccn2)cn1. RXN SMILES: [Cl:1][c:2]1[n:3][cH:4][cH:5][c:6](-[c:8]2[n:9][c:10](-[c:18]3[cH:19][cH:20][c:21]([C:24]([F:25])([F:26])[F:27])[cH:22][cH:23]3)[cH:11][c:12]([C:14]([F:15])([F:16])[F:17])[n:13]2)[cH:7]1.[NH2:28][c:29]1[n:30][cH:31][c:32]([B:35]2[O:36][C:37]([CH3:38])([CH3:39])[C:40]([CH3:41])([CH3:42])[O:43]2)[cH:33][cH:34]1>>[c:2]1(-[c:32]2[cH:31][n:30][c:29]([NH2:28])[cH:34][cH:33]2)[n:3][cH:4][cH:5][c:6](-[c:8]2[n:9][c:10](-[c:18]3[cH:19][cH:20][c:21]([C:24]([F:25])([F:26])[F:27])[cH:22][cH:23]3)[cH:11][c:12]([C:14]([F:15])([F:16])[F:17])[n:13]2)[cH:7]1. Starting materials: Pd(Amphos)2Cl2, C(\C=C\C)(=O)OCC (ethyl crotonate), BrC1=CC(=C(N)C=C1)I (4-bromo-2-iodoaniline), CCN(C(C)C)C(C)C (n,n-diisopropylethylamine), O (water). The solvent is CN(C)C=O (DMF). Yields the product NC1=C(C=C(C=C1)Br)\C(=C/C(=O)OCC)\C ((Z)-ethyl 3-(2-amino-5-bromophenyl)but-2-enoate). Isolated yield 40.0%. As a reaction SMILES: [C:1]([O:6][CH2:7][CH3:8])(=[O:5])/[CH:2]=[CH:3]/[CH3:4].[Br:9][C:10]1[CH:16]=[CH:15][C:13]([NH2:14])=[C:12](I)[CH:11]=1.CCN(C(C)C)C(C)C.O>CN(C=O)C>[NH2:14][C:13]1[CH:15]=[CH:16][C:10]([Br:9])=[CH:11][C:12]=1/[C:3](/[CH3:4])=[CH:2]\[C:1]([O:6][CH2:7][CH3:8])=[O:5]. Procedure details: A solution of Pd(Amphos)2Cl2 (1.188 g, 1.678 mmol), ethyl crotonate (5.01 ml, 40.3 mmol), 4-bromo-2-iodoaniline (Spectrum Bioscience, 10.000 g, 33.6 mmol), and n,n-diisopropylethylamine (7.03 ml, 40.3 mmol) in 6 mL DMF was heated to 90° C. for 6 hours. The reaction mixture was then poured into water and was extracted with DCM. The organics were dried over MgSO4 and concentrated. Purification of the crude residue by silica gel column chromatography (0-100% EtOAc/heptane) gave (Z)-ethyl 3-(2-amino... Reagents/catalysts: C=1C=CC(=CC1)/C=C/C(=O)/C=C/C2=CC=CC=C2.C=1C=CC(=CC1)/C=C/C(=O)/C=C/C2=CC=CC=C2.C=1C=CC(=CC1)/C=C/C(=O)/C=C/C2=CC=CC=C2.[Pd].[Pd] (tris(dibenzylideneacetone)dipalladium(0)). Solvent: C(C)O (ethanol), O1CCOCC1 (1,4-dioxane), O (water), C1CCOC1 (THF). Yields the product C(C)(C)(C)C=1C=C2CN(C(C2=CC1)=O)C1=C(C(=CC=C1)C1=CN(C(C(=C1)NC=1N=NC(=CC1)N1CCN(CC1)C)=O)C)CO (5-tert-Butyl-2-(2-(hydroxymethyl)-3-(1-methyl-5-(6-(4-methylpiperazin-1-yl)pyridazin-3-ylamino)-6-oxo-1,6-dihydropyridin-3-yl)phenyl)isoindolin-1-one). Reaction SMILES: C([O:4][CH2:5][C:6]1[C:11]([N:12]2[CH2:20][C:19]3[C:14](=[CH:15][CH:16]=[C:17]([C:21]([CH3:24])([CH3:23])[CH3:22])[CH:18]=3)[C:13]2=[O:25])=[CH:10][CH:9]=[CH:8][C:7]=1[C:26]1[CH:31]=[C:30]([NH2:32])[C:29](=[O:33])[N:28]([CH3:34])[CH:27]=1)(=O)C.Cl[C:36]1[N:37]=[N:38][C:39]([N:42]2[CH2:47][CH2:46][N:45]([CH3:48])[CH2:44][CH2:43]2)=[CH:40][CH:41]=1.C(=O)([O-])[O-].[Cs+].[Cs+].CC1(C)C2C(=C(P(C3C=CC=CC=3)C3C=CC=CC=3)C=CC=2)OC2C(P(C3C=CC=CC=3)C3C=CC=CC=3)=CC=CC1=2.[OH-].[Li+]>C1C=CC(/C=C/C(/C=C/C2C=CC=CC=2)=O)=CC=1.C1C=CC(/C=C/C(/C=C/C2C=CC=CC=2)=O)=CC=1.C1C=CC(/C=C/C(/C=C/C2C=CC=CC=2)=O)=CC=1.[Pd].[Pd].O.C(O)C.C1COCC1.O1CCOCC1>[C:21]([C:17]1[CH:18]=[C:19]2[C:14](=[CH:15][CH:16]=1)[C:13](=[O:25])[N:12]([C:11]1[CH:10]=[CH:9][CH:8]=[C:7]([C:26]3[CH:31]=[C:30]([NH:32][C:36]4[N:37]=[N:38][C:39]([N:42]5[CH2:47][CH2:46][N:45]([CH3:48])[CH2:44][CH2:43]5)=[CH:40][CH:41]=4)[C:29](=[O:33])[N:28]([CH3:34])[CH:27]=3)[C:6]=1[CH2:5][OH:4])[CH2:20]2)([CH3:23])([CH3:24])[CH3:22] |f:2.3.4,6.7,8.9.10.11.12|. The reactants are CC1(C2=C(C(=CC=C2)P(C3=CC=CC=C3)C4=CC=CC=C4)OC5=C(C=CC=C51)P(C6=CC=CC=C6)C7=CC=CC=C7)C (Xantphos), C(C)(=O)OCC1=C(C=CC=C1N1C(C2=CC=C(C=C2C1)C(C)(C)C)=O)C1=CN(C(C(=C1)N)=O)C (2-(5-Amino-1-methyl-6-oxo-1,6-dihydropyridin-3-yl)-6-(5-tert-butyl-1-oxoisoindolin-2-yl)benzyl Acetate), ClC=1N=NC(=CC1)N1CCN(CC1)C (3-Chloro-6-(4-methylpiperazin-1-yl)pyridazine), C([O-])([O-])=O.[Cs+].[Cs+] (cesium carbonate), [OH-].[Li+] (lithium hydroxide). Procedure: A 100-mL three-neck round-bottomed flask equipped with a magnetic stirrer, nitrogen inlet and reflux condenser was charged with 122d (550 mg, 1.19 mmol), 122e (255 mg, 1.19 mmol), cesium carbonate (860 mg, 2.64 mmol) and 1,4-dioxane (20 mL). After bubbling nitrogen through the resulting mixture for 20 minutes, Xantphos (59.0 mg, 0.102 mmol) and tris(dibenzylideneacetone)dipalladium(0) (55.0 mg, 0.06 mmol) were added, and the reaction mixture was heated at reflux for 5 h. After this time, the rea... Reaction conditions: time 2 hour. The reactants are CCCC[N+](CCCC)(CCCC)CCCC, [F-], CC(C)[Si](C(C)C)(C(C)C)n1cc(C2(O)CCNCC2)c(-c2ccncc2)c1-c1ccc(F)cc1, C1CCOC1. Product: OC1(c2c[nH]c(-c3ccc(F)cc3)c2-c2ccncc2)CCNCC1. Reaction SMILES: [CH3:2][CH2:3][CH2:4][CH2:5][N+:6]([CH2:7][CH2:8][CH2:9][CH3:10])([CH2:11][CH2:12][CH2:13][CH3:14])[CH2:15][CH2:16][CH2:17][CH3:18].[F-:1].[F:19][c:20]1[cH:21][cH:22][c:23](-[c:26]2[n:27]([Si:44]([CH:45]([CH3:46])[CH3:47])([CH:48]([CH3:49])[CH3:50])[CH:51]([CH3:52])[CH3:53])[cH:28][c:29]([C:37]3([OH:43])[CH2:38][CH2:39][NH:40][CH2:41][CH2:42]3)[c:30]2-[c:31]2[cH:32][cH:33][n:34][cH:35][cH:36]2)[cH:24][cH:25]1.[O:54]1[CH2:55][CH2:56][CH2:57][CH2:58]1>>[F:19][c:20]1[cH:21][cH:22][c:23](-[c:26]2[nH:27][cH:28][c:29]([C:37]3([OH:43])[CH2:38][CH2:39][NH:40][CH2:41][CH2:42]3)[c:30]2-[c:31]2[cH:32][cH:33][n:34][cH:35][cH:36]2)[cH:24][cH:25]1.